From a dataset of the Open Reaction Database (ORD), a public repository of structured organic reaction records. describe an organic reaction: reactants, conditions, products, and yield Starting materials: CCOC(=O)c1csc(CN(C)S(=O)(=O)c2ccc(Br)cc2)n1, [Li+], C1COCCO1, [OH-]. Yields the product CN(Cc1nc(C(=O)O)cs1)S(=O)(=O)c1ccc(Br)cc1. Reaction SMILES: [Br:1][c:2]1[cH:3][cH:4][c:5]([S:8](=[O:9])(=[O:10])[N:11]([CH3:12])[CH2:13][c:14]2[s:15][cH:16][c:17]([C:19](=[O:20])[O:21][CH2:22][CH3:23])[n:18]2)[cH:6][cH:7]1.[Li+:24].[O:26]1[CH2:27][CH2:28][O:29][CH2:30][CH2:31]1.[OH-:25]>>[Br:1][c:2]1[cH:3][cH:4][c:5]([S:8](=[O:9])(=[O:10])[N:11]([CH3:12])[CH2:13][c:14]2[s:15][cH:16][c:17]([C:19](=[O:20])[OH:21])[n:18]2)[cH:6][cH:7]1.